Dataset: the Open Reaction Database (ORD), a public repository of structured organic reaction records. Task: describe an organic reaction: reactants, conditions, products, and yield The reactants are NC(=O)CCC(=O)NBr, CC(=O)O, Nc1ccnc(Cl)c1. The product is Nc1ccnc(Cl)c1Br. As a reaction SMILES: [Br:9][NH:10][C:11](=[O:12])[CH2:13][CH2:14][C:15]([NH2:16])=[O:17].[CH3:18][C:19](=[O:20])[OH:21].[NH2:1][c:2]1[cH:3][c:4]([Cl:8])[n:5][cH:6][cH:7]1>>[NH2:1][c:2]1[c:3]([Br:9])[c:4]([Cl:8])[n:5][cH:6][cH:7]1.